This data is from the Open Reaction Database (ORD), a public repository of structured organic reaction records. The task is: describe an organic reaction: reactants, conditions, products, and yield Reactants: C(c1ccc(cc1C(O)=O)[Cl])=O, CC1=CN=C(C=C1)N, [C-]#[N+]C1CCCCC1. The reagents and catalysts are O=C(O)C(F)(F)F (trifluoroacetic acid). Solvent: CC(C)O (isopropyl alcohol), CC(C)O (isopropylalcohol). Reaction conditions: temperature 22 celsius, time 20 hour. Yields the product Cc1ccc2nc(c3ccc(cc3C(O)=O)[Cl])c(NC3CCCCC3)n2c1. Yield: 9.7%. As a reaction SMILES: CC1=CC=C(N)N=C1.[C-]#[N+]C1CCCCC1.OC(=O)C1=C(C=O)C=CC(Cl)=C1>>CC1=CN2C(C=C1)=NC(=C2NC1CCCCC1)C1=C(C=C(Cl)C=C1)C(O)=O. Starting materials: Cl (hydrogen chloride), C(C)(C)O (isopropyl alcohol), S1C(=NC2=C1C=CC=C2)N[C@@H]2C[C@H](C2)OCC2=CC=CC=C2 (trans-benzothiazol-2-yl-(3-benzyloxy-cyclobutyl)amine), C(=O)(O)[O-].[Na+] (NaHCO3). The reagents and catalysts are [Pd] (palladium black). Run in CCO (EtOH). Conditions: temperature 70 celsius. Yields the product S1C(=NC2=C1C=CC=C2)N[C@@H]2C[C@H](C2)O (Trans-3-(BENZOTHIAZOL-2-YLAMINO)-CYCLOBUTANOL). Isolated yield 113.5%. As a reaction SMILES: Cl.C(O)(C)C.[S:6]1[C:10]2[CH:11]=[CH:12][CH:13]=[CH:14][C:9]=2[N:8]=[C:7]1[NH:15][C@H:16]1[CH2:19][C@H:18]([O:20]CC2C=CC=CC=2)[CH2:17]1.C([O-])(O)=O.[Na+]>CCO.[Pd]>[S:6]1[C:10]2[CH:11]=[CH:12][CH:13]=[CH:14][C:9]=2[N:8]=[C:7]1[NH:15][C@H:16]1[CH2:17][C@H:18]([OH:20])[CH2:19]1 |f:3.4|. Procedure: A mixture of hydrogen chloride (5-6N) in isopropyl alcohol (5 mL, 25 mmol), trans-benzothiazol-2-yl-(3-benzyloxy-cyclobutyl)amine (500 mg, 1.6 mmol), and palladium black (250 mg, 50% wt percent) in EtOH (20 mL) under hydrogen atmosphere (balloon) was heated to 70° C. for 20 h. Then it was cooled to RT and solid NaHCO3 (500 mg) was added. The mixture was stirred until gas evolution ceased. The palladium was filtered off using Celite® and the filtrate was concentrated in vacuo to give an oil (400 ... The reagents and catalysts are [Fe] (iron). Reactants: COCC=1SC=C(N1)CN1N=CC(=N1)[N+](=O)[O-] (2-(methoxymethyl)-4-((4-nitro-2H-1,2,3-triazol-2-yl)methyl)thiazole), [NH4+].[Cl-] (NH4Cl), N#N (N2). As a reaction SMILES: N#N.[CH3:3][O:4][CH2:5][C:6]1[S:7][CH:8]=[C:9]([CH2:11][N:12]2[N:16]=[C:15]([N+:17]([O-])=O)[CH:14]=[N:13]2)[N:10]=1.[NH4+].[Cl-]>CCO.O.[Fe]>[CH3:3][O:4][CH2:5][C:6]1[S:7][CH:8]=[C:9]([CH2:11][N:12]2[N:16]=[C:15]([NH2:17])[CH:14]=[N:13]2)[N:10]=1 |f:2.3|. Procedure: In a flame dried round-bottomed flask equipped with a magnetic stir bar and under inert atmosphere (N2), a mixture of 2-(methoxymethyl)-4-((4-nitro-2H-1,2,3-triazol-2-yl)methyl)thiazole (200 mg, 0.78 mmol), iron powder (133 mg, 2.35 mmol) and NH4Cl (212 mg, 3.92 mmol) in a mixture of EtOH (10.0 mL) and water (5.0 mL) was stirred at 100° C. for 2 h. The reaction mixture was filtered while hot and concentrated under reduced pressure. CH2Cl2 (40 mL) was added followed by 1N NaOH (20 mL). The layers... Solvent: CCO (EtOH), O (water). Conditions: temperature 100 celsius, time 2 hour. Product: COCC=1SC=C(N1)CN1N=CC(=N1)N (2-((2-(Methoxymethyl)thiazol-4-yl)methyl)-2H-1,2,3-triazol-4-amine). The reactants are CCOC(=O)c1ccc(OCOC)cc1C1=CC=CC(Br)(C=O)C1, Cl, [K+], [OH-], O. The product is COCOc1ccc(C(=O)O)c(C2=CC=CC(Br)(C=O)C2)c1. Reaction SMILES: [CH2:1]([CH3:2])[O:3][C:4]([c:5]1[c:6]([C:15]2=[CH:20][CH:19]=[CH:18][C:17]([CH:21]=[O:22])([Br:23])[CH2:16]2)[cH:7][c:8]([O:11][CH2:12][O:13][CH3:14])[cH:9][cH:10]1)=[O:24].[ClH:28].[K+:26].[OH-:25].[OH2:27]>>[O:3]=[C:4]([c:5]1[c:6]([C:15]2=[CH:20][CH:19]=[CH:18][C:17]([CH:21]=[O:22])([Br:23])[CH2:16]2)[cH:7][c:8]([O:11][CH2:12][O:13][CH3:14])[cH:9][cH:10]1)[OH:24]. Reactants: CC(C)(C)[O-], COC(=O)C1CCCC1, CC(=O)c1ccc(C(F)(F)F)cc1, [K+], C1CCOC1. The product is O=C(CC(=O)C1CCCC1)c1ccc(C(F)(F)F)cc1. Reaction SMILES: [CH3:1][C:2]([CH3:3])([O-:4])[CH3:5].[CH:7]1([C:12]([O:14][CH3:13])=[O:15])[CH2:8][CH2:9][CH2:10][CH2:11]1.[F:16][C:17]([c:18]1[cH:19][cH:20][c:21]([C:24]([CH3:25])=[O:26])[cH:22][cH:23]1)([F:27])[F:28].[K+:6].[O:29]1[CH2:30][CH2:31][CH2:32][CH2:33]1>>[CH:7]1([C:12](=[O:14])[CH2:25][C:24]([c:21]2[cH:20][cH:19][c:18]([C:17]([F:16])([F:27])[F:28])[cH:23][cH:22]2)=[O:26])[CH2:8][CH2:9][CH2:10][CH2:11]1. Starting materials: C[O-].[Na+] (sodium methoxide), COCC1OC(OC1)=O (4-methoxymethyl-1,3-dioxolan-2-one), NC(=O)OCC (Urethane). The solvent is CN(C=O)C (N,N-dimethylformamide). Run at temperature 140 celsius, time 80 hour. The product is COCC1CNC(O1)=O (5-methoxymethyloxazolidin-2-one). Yield: 43.3%. Reaction SMILES: [NH2:1]C(OCC)=O.C[O-].[Na+].[CH3:10][O:11][CH2:12][CH:13]1[CH2:17][O:16][C:15](=O)[O:14]1>CN(C)C=O>[CH3:10][O:11][CH2:12][CH:13]1[O:14][C:15](=[O:16])[NH:1][CH2:17]1 |f:1.2|. Procedure details: Urethane (10.0 g, 113 mmol) was dissolved in N,N-dimethylformamide (40 ml), and thereto were added sodium methoxide (409 mg, 7.57 mmol) and 4-methoxymethyl-1,3-dioxolan-2-one (10.0 g, 75.7 mmol), in order. The mixture was stirred for 80 hours at 140° C. under an atmosphere of argon. After filtering off the insoluble materials, the filtrate was condensed in vacuo, and the residue was purified by silica gel chromatography to give the subject 5-methoxymethyloxazolidin-2-one (4.3 g, yield 43.3%). The reactants are ON(C(=O)NC1=CN=NS1)C1=CC=CC=C1 (1-hydroxy-1-phenyl-3-(1,2,3-thiadiazole-5-yl)-urea), CN=C=O (methylisocyanate). Reagents/catalysts: C(C)N(CC)CC (triethylamine). Conditions: time 10 minute. The product is CNC(=O)ON(C(=O)NC1=CN=NS1)C1=CC=CC=C1 (1-methylcarbamoyloxy-1-phenyl-3-(1,2,3-thiadiazole-5-yl)-urea). As a reaction SMILES: [OH:1][N:2]([C:11]1[CH:16]=[CH:15][CH:14]=[CH:13][CH:12]=1)[C:3]([NH:5][C:6]1[S:10][N:9]=[N:8][CH:7]=1)=[O:4].[CH3:17][N:18]=[C:19]=[O:20]>C(N(CC)CC)C>[CH3:17][NH:18][C:19]([O:1][N:2]([C:11]1[CH:12]=[CH:13][CH:14]=[CH:15][CH:16]=1)[C:3]([NH:5][C:6]1[S:10][N:9]=[N:8][CH:7]=1)=[O:4])=[O:20]. Reported procedure: 4.72 g (0.02 mole) 1-hydroxy-1-phenyl-3-(1,2,3-thiadiazole-5-yl)-urea were suspended in 40 ml tetrahydrafuran and then reacted with 1.19 ml (0.02 mole) methylisocyanate. After addition of 3 drops of triethylamine there is obtained a clear solution and after a further 10 minutes crystals already begin to separate out. The reaction mixture is allowed to stand at room temperature. Thereafter the crystals are separated off and digested with diisopropylether.